From a dataset of the Open Reaction Database (ORD), a public repository of structured organic reaction records. describe an organic reaction: reactants, conditions, products, and yield Starting materials: ClC1=NC(=C(C2=CC(=CC=C12)OC)C1=CC=CC=C1)C#N (1-chloro-6-methoxy-4-phenylisoquinoline-3-carbonitrile), C[O-].[Na+] (NaOMe). Run in CN(C)C=O (DMF). Reaction conditions: time 8 hour. Product: ether hexanes, COC1=NC(=C(C2=CC(=CC=C12)OC)C1=CC=CC=C1)C#N (1,6-dimethoxy-4-phenylisoquinoline-3-carbonitrile). RXN SMILES: Cl[C:2]1[C:11]2[C:6](=[CH:7][C:8]([O:12][CH3:13])=[CH:9][CH:10]=2)[C:5]([C:14]2[CH:19]=[CH:18][CH:17]=[CH:16][CH:15]=2)=[C:4]([C:20]#[N:21])[N:3]=1.[CH3:22][O-:23].[Na+]>CN(C=O)C>[CH3:22][O:23][C:2]1[C:11]2[C:6](=[CH:7][C:8]([O:12][CH3:13])=[CH:9][CH:10]=2)[C:5]([C:14]2[CH:19]=[CH:18][CH:17]=[CH:16][CH:15]=2)=[C:4]([C:20]#[N:21])[N:3]=1 |f:1.2|. Procedure: To a solution of 1-chloro-6-methoxy-4-phenylisoquinoline-3-carbonitrile (50 mg) in 1 mL of DMF was added NaOMe (3 equivalents). The reaction was stirred at room temp overnight, then concentrated and purified by flash chromatography (30% EtOAc/hexanes). Trituration (ether/hexanes) of the concentrated material gave the titled compound. The reactants are FC1=C(C=C(C=C1)NC(=O)N1C(=CC2=C(C(=CC=C12)OC1=CC(=NC=C1)CO)F)C)C(F)(F)F (4-Fluoro-5-(2-hydroxymethyl-pyridin-4-yloxy)-2-methyl-indole-1-carboxylic acid (4-fluoro-3-trifluoromethyl-phenyl)-amide), CS(=O)(=O)Cl (methanesulfonyl chloride), TEA. The solvent is ClCCl (dichloromethane), ClCCl (dichloromethane), [NH4+].[Cl-] (NH4Cl). Conditions: time 20 minute. Product: FC1=C2C=C(N(C2=CC=C1OC1=CC(=NC=C1)COS(=O)(=O)C)C(NC1=CC(=C(C=C1)F)C(F)(F)F)=O)C (Methanesulfonic acid 4-[4-fluoro-1-(4-fluoro-3-trifluoromethyl-phenylcarbamoyl)-2-methyl-1H-indol-5-yloxy]-pyridin-2-ylmethyl ester). As a reaction SMILES: [F:1][C:2]1[CH:7]=[CH:6][C:5]([NH:8][C:9]([N:11]2[C:19]3[C:14](=[C:15]([F:29])[C:16]([O:20][C:21]4[CH:26]=[CH:25][N:24]=[C:23]([CH2:27][OH:28])[CH:22]=4)=[CH:17][CH:18]=3)[CH:13]=[C:12]2[CH3:30])=[O:10])=[CH:4][C:3]=1[C:31]([F:34])([F:33])[F:32].[CH3:35][S:36](Cl)(=[O:38])=[O:37]>ClCCl.[NH4+].[Cl-]>[F:29][C:15]1[C:16]([O:20][C:21]2[CH:26]=[CH:25][N:24]=[C:23]([CH2:27][O:28][S:36]([CH3:35])(=[O:38])=[O:37])[CH:22]=2)=[CH:17][CH:18]=[C:19]2[C:14]=1[CH:13]=[C:12]([CH3:30])[N:11]2[C:9](=[O:10])[NH:8][C:5]1[CH:6]=[CH:7][C:2]([F:1])=[C:3]([C:31]([F:33])([F:32])[F:34])[CH:4]=1 |f:3.4|. Reported procedure: 4-Fluoro-5-(2-hydroxymethyl-pyridin-4-yloxy)-2-methyl-indole-1-carboxylic acid (4-fluoro-3-trifluoromethyl-phenyl)-amide (370 mg, 0.775 mmol) is placed in dichloromethane (10 mL) and methanesulfonyl chloride (0.15 mL, 1.92 mmol) and TEA (0.4 ml, 2.87 mmol) are added. The reaction is stirred at rt for 20 min before being diluted with dichloromethane and saturated aqueous NH4Cl. The aqueous layer is extracted further with dichloromethane. The combined organic layers are washed with brine and dried... The reactants are N([C@@H](CC(OC(C)(C)C)=O)C(=O)N[C@H](C1=CC=CC=C1)C(=O)N)C(=O)OCC1=CC=CC=C1 (Z-Asp(OtBu)-D-Phg-NH2), Cl (hydrochloric acid). Reagents/catalysts: [Pd] (palladium-on-carbon). Solvent: CN(C)C=O (DMF). Yields the product N[C@@H](CC(OC(C)(C)C)=O)C(=O)N[C@H](C1=CC=CC=C1)C(=O)N.Cl (H-Asp(OtBu)-D-Phg-NH2.HCl). The yield is 99.1%. RXN SMILES: [NH:1](C(OCC1C=CC=CC=1)=O)[C@H:2]([C:11]([NH:13][C@@H:14]([C:21]([NH2:23])=[O:22])[C:15]1[CH:20]=[CH:19][CH:18]=[CH:17][CH:16]=1)=[O:12])[CH2:3][C:4](=[O:10])[O:5][C:6]([CH3:9])([CH3:8])[CH3:7].[ClH:34]>CN(C=O)C.[Pd]>[NH2:1][C@H:2]([C:11]([NH:13][C@@H:14]([C:21]([NH2:23])=[O:22])[C:15]1[CH:16]=[CH:17][CH:18]=[CH:19][CH:20]=1)=[O:12])[CH2:3][C:4](=[O:10])[O:5][C:6]([CH3:7])([CH3:8])[CH3:9].[ClH:34] |f:4.5|. Reported procedure: 12.83 g (28.2 mmoles) of Z-Asp(OtBu)-D-Phg-NH2, prepared as described in Example 1, Step 3, are dissolved in 200 ml of DMF, and 2.46 ml (28.2 mmoles) of concentrated hydrochloric acid and 2 g of palladium-on-carbon catalyst are added to the cooled solution. Gaseous hydrogen is bubbled through the resulting suspension for 2.5 hours under stirring. The catalyst is filtered off, the filtrate is evaporated, the residue is dissolved in ethanol, and the solution is decolourized. Ethanol is evaporated ...